The task is: describe an organic reaction: reactants, conditions, products, and yield. This data is from the Open Reaction Database (ORD), a public repository of structured organic reaction records. Starting materials: P(=O)(Cl)(Cl)Cl (phosphorus oxychloride), C(C1=CC=CC=C1)N1C(NC(C(C1=O)C)=O)=O (3-benzyl-5-methylpyrimidine-2,4,6(1H,3H)-trione), ice water. The solvent is C(C)O (ethanol). Conditions: time 90 minute. Yields the product C(C1=CC=CC=C1)N1C(NC(=C(C1=O)C)Cl)=O (3-benzyl-6-chloro-5-methylpyrimidine-2,4(1H,3H)-dione). RXN SMILES: P(Cl)(Cl)([Cl:3])=O.[CH2:6]([N:13]1[C:18](=[O:19])[CH:17]([CH3:20])[C:16](=O)[NH:15][C:14]1=[O:22])[C:7]1[CH:12]=[CH:11][CH:10]=[CH:9][CH:8]=1>C(O)C>[CH2:6]([N:13]1[C:18](=[O:19])[C:17]([CH3:20])=[C:16]([Cl:3])[NH:15][C:14]1=[O:22])[C:7]1[CH:12]=[CH:11][CH:10]=[CH:9][CH:8]=1. Procedure: To 16.8 ml of 50% ethanol, 78.7 ml (844 mmol) of phosphorus oxychloride was added dropwise, with stirring under ice cooling conditions. To this solution, 23.22 g (100 mmol) of 3-benzyl-5-methylpyrimidine-2,4,6(1H,3H)-trione was added little by little. This mixture was stirred at 50° C. for 30 minutes and then at 100° C. for 90 minutes. After cooling, the reaction mixture was poured into ice water and stirred for 1 hour. The resulting precipitate was collected by filtration, washed with water and... Reactants: C(=O)(C(F)(F)F)O (TFA), C(CCCCCCCCOC1CCN2[C@@H]1[C@@H](N(C1=C(C2=O)C=CC(=C1)OC)C(=O)OC(C)(C)C)OC1OCCCC1)OC1CCN2[C@@H]1[C@@H](N(C1=C(C2=O)C=CC(=C1)OC)C(=O)OC(C)(C)C)OC1OCCCC1 (1,1′-[(Nonane-1,9-diyl)dioxy]bis[(11S,11aS)-10-(tert-butyloxycarbonyl)-8-methoxy-11-(tetrahydro-pyran-2-yloxy)-1,2,3,10,11,11a-hexahydro-5H-pyrrolo[2,1-c][1,4]benzodiazepine-5-one]), C(=O)(O)[O-].[Na+] (NaHCO3). Solvent: CO.C(Cl)(Cl)Cl (methanol chloroform). Reaction conditions: time 1 hour. Product: C(CCCCCCCCOC1CCN2[C@H]1C=NC1=C(C2=O)C=CC(=C1)OC)OC1CCN2[C@H]1C=NC1=C(C2=O)C=CC(=C1)OC (1,1′-[(Nonane-1,9-diyl)dioxy]bis[(11aS)-8-methoxy-1,2,3,11a-tetrahydro-5H-pyrrolo[2,1-c][1,4]benzodiazepine-5-one]). Yield: 83.3%. Reaction SMILES: C(O)(C(F)(F)F)=O.[CH2:8]([O:49][CH:50]1[C@H:54]2[C@H:55](OC3CCCCO3)[N:56](C(OC(C)(C)C)=O)[C:57]3[CH:64]=[C:63]([O:65][CH3:66])[CH:62]=[CH:61][C:58]=3[C:59](=[O:60])[N:53]2[CH2:52][CH2:51]1)[CH2:9][CH2:10][CH2:11][CH2:12][CH2:13][CH2:14][CH2:15][CH2:16][O:17][CH:18]1[C@H:22]2[C@H:23](OC3CCCCO3)[N:24](C(OC(C)(C)C)=O)[C:25]3[CH:32]=[C:31]([O:33][CH3:34])[CH:30]=[CH:29][C:26]=3[C:27](=[O:28])[N:21]2[CH2:20][CH2:19]1.C([O-])(O)=O.[Na+]>CO.C(Cl)(Cl)Cl>[CH2:16]([O:17][CH:18]1[C@@H:22]2[CH:23]=[N:24][C:25]3[CH:32]=[C:31]([O:33][CH3:34])[CH:30]=[CH:29][C:26]=3[C:27](=[O:28])[N:21]2[CH2:20][CH2:19]1)[CH2:15][CH2:14][CH2:13][CH2:12][CH2:11][CH2:10][CH2:9][CH2:8][O:49][CH:50]1[C@@H:54]2[CH:55]=[N:56][C:57]3[CH:64]=[C:63]([O:65][CH3:66])[CH:62]=[CH:61][C:58]=3[C:59](=[O:60])[N:53]2[CH2:52][CH2:51]1 |f:2.3,4.5|. Procedure: 95% TFA (3 mL) was added drop-wise to dimer compound 8g (170 mg, 0.18 mmol) at 0° C. This was then stirred for 1 hr and the mixture was poured into saturated NaHCO3 (30 mL) solution to naturalize the reaction mixture. The mixture was extracted with chloroform (3×20 mL). The organic layer was then washed water (20 mL), brine (20 mL) then dried (MgSO4) and filtrated. The excess solvent was removed under reduced pressure to give the crude product, which was subjected to flash column chromatography ... The reactants are NC[C@H](O)C=1C=CC(=C(C1)NS(=O)(=O)C)O (N-[5-((1R)-2-Amino-1-hydroxy-ethyl)-2-hydroxy-phenyl]-methanesulfonamide), C(C1=CC=CC=C1)OC(CN(S(=O)(=O)C1=CC=C(C=C1)N1CCC(CC1)=O)CCCC)=O ((butyl-[4-(4-oxo-piperidin-1-yl)-benzenesulfonyl]-amino)-acetic acid benzyl ester). Yields the product C(C1=CC=CC=C1)OC(CN(S(=O)(=O)C1=CC=C(C=C1)N1CCC(CC1)NC[C@@H](C1=CC(=C(C=C1)O)NS(=O)(=O)C)O)CCCC)=O ([Butyl-(4-{4-[(2R)-2-hydroxy-2-(4-hydroxy-3-methanesulfonylamino-phenyl)-ethylamino]-piperidin-1-yl}-benzenesulfonyl)-amino]-acetic acid benzyl ester). RXN SMILES: [NH2:1][CH2:2][C@@H:3]([C:5]1[CH:6]=[CH:7][C:8]([OH:16])=[C:9]([NH:11][S:12]([CH3:15])(=[O:14])=[O:13])[CH:10]=1)[OH:4].[CH2:17]([O:24][C:25](=[O:48])[CH2:26][N:27]([CH2:44][CH2:45][CH2:46][CH3:47])[S:28]([C:31]1[CH:36]=[CH:35][C:34]([N:37]2[CH2:42][CH2:41][C:40](=O)[CH2:39][CH2:38]2)=[CH:33][CH:32]=1)(=[O:30])=[O:29])[C:18]1[CH:23]=[CH:22][CH:21]=[CH:20][CH:19]=1>>[CH2:17]([O:24][C:25](=[O:48])[CH2:26][N:27]([CH2:44][CH2:45][CH2:46][CH3:47])[S:28]([C:31]1[CH:36]=[CH:35][C:34]([N:37]2[CH2:38][CH2:39][CH:40]([NH:1][CH2:2][C@H:3]([OH:4])[C:5]3[CH:6]=[CH:7][C:8]([OH:16])=[C:9]([NH:11][S:12]([CH3:15])(=[O:14])=[O:13])[CH:10]=3)[CH2:41][CH2:42]2)=[CH:33][CH:32]=1)(=[O:30])=[O:29])[C:18]1[CH:23]=[CH:22][CH:21]=[CH:20][CH:19]=1. Procedure: The title compound was prepared from N-[5-((1R)-2-Amino-1-hydroxy-ethyl)-2-hydroxy-phenyl]-methanesulfonamide and Reference Example 18, (butyl-[4-(4-oxo-piperidin-1-yl)-benzenesulfonyl]-amino)-acetic acid benzyl ester, according to the procedure of Example 1 as a white solid; mp 59-64° C.; 1H NMR (300 MHz, DMSO-d6) δ 0.78 (t, 3H), 1.10-1.40 (m, 6H), 1.80-1.95 (m, 2H), 2.60-3.00 (m, 5H), 2.91 (s, 3H), 3.05 (t, 2H), 3.70-3.80 (m, 2H), 4.04 (s, 2H), 4.40-4.50 (m, 1H), 5.20 (s, 2H), 6.80 (d, 1H), 6.... Reactants: ClC1=C(C(=CC=C1)Cl)N1C(N(C2=NC(=NC=C2C1)S(=O)(=O)C)C(C)C)=O (3-(2,6-dichlorophenyl)-1-isopropyl-7-methanesulfonyl-3,4-dihydropyrimido[4,5-d]pyrimidin-2(1H)-one), NC1=CC=CC=C1 (aniline), ClCCl.CO.C(C)(=O)O.O (dichloromethane methanol acetic acid water). Run at temperature 180 celsius. Product: ClC1=C(C(=CC=C1)Cl)N1C(N(C2=NC(=NC=C2C1)NC1=CC=C(C=C1)OCCN(CC)CC)C(C)C)=O (3-(2,6-dichlorophenyl)-7-[4-[2-(diethylamino)ethoxy]anilino]-3,4-dihydro-1-isopropylpyrimido[4,5-d]pyrimidin-2(1H)-one). Isolated yield 22.0%. As a reaction SMILES: [Cl:1][C:2]1[CH:7]=[CH:6][CH:5]=[C:4]([Cl:8])[C:3]=1[N:9]1[CH2:18][C:17]2[C:12](=[N:13][C:14](S(C)(=O)=O)=[N:15][CH:16]=2)[N:11]([CH:23]([CH3:25])[CH3:24])[C:10]1=[O:26].[NH2:27][C:28]1[CH:33]=[CH:32][CH:31]=[CH:30][CH:29]=1.ClCCl.CO.[C:39]([OH:42])(=O)[CH3:40].O>>[Cl:1][C:2]1[CH:7]=[CH:6][CH:5]=[C:4]([Cl:8])[C:3]=1[N:9]1[CH2:18][C:17]2[C:12](=[N:13][C:14]([NH:27][C:28]3[CH:33]=[CH:32][C:31]([O:42][CH2:39][CH2:40][N:9]([CH2:18][CH3:17])[CH2:3][CH3:2])=[CH:30][CH:29]=3)=[N:15][CH:16]=2)[N:11]([CH:23]([CH3:25])[CH3:24])[C:10]1=[O:26] |f:2.3.4.5|. Procedure details: A mixture of 70 mg (0.16 mmol) of 3-(2,6-dichlorophenyl)-1-isopropyl-7-methanesulfonyl-3,4-dihydropyrimido[4,5-d]pyrimidin-2(1H)-one and 166 mg (0.8 mmol) of 4-[2-diethylamino)ethoxy]aniline was heated at 180° C. for 35 minutes and then cooled. The residue was subjected to column chromatography on silica gel using dichloromethane/methanol/acetic acid/water (240:24:3:2) for the elution. Product-containing fractions were combined and evaporated and the residue was evaporated with toluene. The resi...